From a dataset of the Open Reaction Database (ORD), a public repository of structured organic reaction records. describe an organic reaction: reactants, conditions, products, and yield Starting materials: C(=O)(O)[O-].[Na+] (NaHCO3), C(C)OC(=O)C=1C=2N=CC=NC2C(=CC1)C1=C(C(=CC(=C1F)OC)OC)Cl (8-(2-chloro-6-fluoro-3,5-dimethoxy-phenyl)-quinoxaline-5-carboxylic acid ethyl ester), CN1CCN(CC1)CC=1C=CC(=NC1)N (5-(4-methyl-piperazin-1-ylmethyl)-pyridin-2-ylamine), C[Al](C)C (trimethyl aluminum). Run in C(Cl)Cl (DCM), C(Cl)Cl.CO (DCM MeOH). Reaction conditions: temperature 80 celsius, time 4 hour. Product: CN1CCN(CC1)CC=1C=CC(=NC1)NC(=O)C=1C=2N=CC=NC2C(=CC1)C1=C(C(=CC(=C1F)OC)OC)Cl (8-(2-Chloro-6-fluoro-3,5-dimethoxy-phenyl)-quinoxaline-5-carboxylic acid [5-(4-methyl-piperazin-1-ylmethyl)-pyridin-2-yl]-amide). As a reaction SMILES: C([O:3][C:4]([C:6]1[C:7]2[N:8]=[CH:9][CH:10]=[N:11][C:12]=2[C:13]([C:16]2[C:21]([F:22])=[C:20]([O:23][CH3:24])[CH:19]=[C:18]([O:25][CH3:26])[C:17]=2[Cl:27])=[CH:14][CH:15]=1)=O)C.[CH3:28][N:29]1[CH2:34][CH2:33][N:32]([CH2:35][C:36]2[CH:37]=[CH:38][C:39]([NH2:42])=[N:40][CH:41]=2)[CH2:31][CH2:30]1.C[Al](C)C.C([O-])(O)=O.[Na+]>C(Cl)Cl.CO.C(Cl)Cl>[CH3:28][N:29]1[CH2:34][CH2:33][N:32]([CH2:35][C:36]2[CH:37]=[CH:38][C:39]([NH:42][C:4]([C:6]3[C:7]4[N:8]=[CH:9][CH:10]=[N:11][C:12]=4[C:13]([C:16]4[C:21]([F:22])=[C:20]([O:23][CH3:24])[CH:19]=[C:18]([O:25][CH3:26])[C:17]=4[Cl:27])=[CH:14][CH:15]=3)=[O:3])=[N:40][CH:41]=2)[CH2:31][CH2:30]1 |f:3.4,5.6|. Procedure: The title compound was prepared in analogy to the procedure described in Example 115 but using 8-(2-chloro-6-fluoro-3,5-dimethoxy-phenyl)-quinoxaline-5-carboxylic acid ethyl ester (Step 144.1), 5-(4-methyl-piperazin-1-ylmethyl)-pyridin-2-ylamine (Example 31; purified by silica gel column chromatography), 2 equiv of trimethyl aluminum, stirring the reaction mixture for 4 h at 80° C., pouring it onto a saturated aqueous solution of NaHCO3 and DCM. Title compound: ESI-MS: 551.1 [M+H]+; tR=3.50 min ...